From a dataset of the Open Reaction Database (ORD), a public repository of structured organic reaction records. describe an organic reaction: reactants, conditions, products, and yield Reactants: ClC=1C=C(C(=O)OO)C=CC1 (3-Chloroperoxybenzoic acid), C(#N)[C@H](CC1=CC=C(C=C1)C1=CC(=C(C=C1)C#N)SC)NC(=O)[C@H]1N(CCCC1)C(=O)OC(C)(C)C ((S)-tert-butyl 2-((S)-1-cyano-2-(4′-cyano-3′-(methylthio)biphenyl-4-yl)ethylcarbamoyl)piperidine-1-carboxylate). The solvent is C(Cl)Cl (DCM). Run at time 2 hour. Product: C(#N)[C@H](CC1=CC=C(C=C1)C1=CC(=C(C=C1)C#N)S(=O)C)NC(=O)[C@H]1N(CCCC1)C(=O)OC(C)(C)C ((2S)-tert-Butyl 2-((1S)-1-cyano-2-(4′-cyano-3′-(methylsulfinyl)biphenyl-4-yl)ethylcarbamoyl)piperidine-1-carboxylate). Yield: 55.4%. RXN SMILES: ClC1C=C(C=CC=1)C(OO)=[O:6].[C:12]([C@@H:14]([NH:32][C:33]([C@@H:35]1[CH2:40][CH2:39][CH2:38][CH2:37][N:36]1[C:41]([O:43][C:44]([CH3:47])([CH3:46])[CH3:45])=[O:42])=[O:34])[CH2:15][C:16]1[CH:21]=[CH:20][C:19]([C:22]2[CH:27]=[CH:26][C:25]([C:28]#[N:29])=[C:24]([S:30][CH3:31])[CH:23]=2)=[CH:18][CH:17]=1)#[N:13]>C(Cl)Cl>[C:12]([C@@H:14]([NH:32][C:33]([C@@H:35]1[CH2:40][CH2:39][CH2:38][CH2:37][N:36]1[C:41]([O:43][C:44]([CH3:47])([CH3:46])[CH3:45])=[O:42])=[O:34])[CH2:15][C:16]1[CH:21]=[CH:20][C:19]([C:22]2[CH:27]=[CH:26][C:25]([C:28]#[N:29])=[C:24]([S:30]([CH3:31])=[O:6])[CH:23]=2)=[CH:18][CH:17]=1)#[N:13]. Procedure: 3-Chloroperoxybenzoic acid (0.137 g) was added to a solution of (S)-tert-butyl 2-((S)-1-cyano-2-(4′-cyano-3′-(methylthio)biphenyl-4-yl)ethylcarbamoyl)piperidine-1-carboxylate (0.140 g) in DCM (20 mL) at 0° C. and the mixture was stirred for 2 h then allowed to warm to RT. The mixture was washed with saturated sodium bicarbonate solution, sodium metabisulfite solution, water and brine then dried over sodium sulfate and evaporated. Purification by flash silica chromatography eluting with 30-50% et...